This data is from the Open Reaction Database (ORD), a public repository of structured organic reaction records. The task is: describe an organic reaction: reactants, conditions, products, and yield Starting materials: C(C)C=1OC2=C(N1)C(C1=C(C=C2)C=C(C=C1)C)C=1C(NC(N(C1)CC=1OC=C(N1)C(=O)OCC)=O)=O ((±)-2-[[5-(2-Ethyl-7-methyl-4H-benzo[5,6]cyclohepta[1,2-d]oxazol-4-yl)-3,4-dihydro-2,4-dioxo-1(2H)-pyrimidinyl]methyl]-4-oxazolecarboxylic acid, ethyl ester), COC=1C=CC(=CC1)P2(=S)SP(=S)(S2)C=3C=CC(=CC3)OC (Lawesson's reagent). Solvent: O1CCOCC1 (1,4-dioxane). Yields the product C(C)C=1OC2=C(N1)C(C1=C(C=C2)C=C(C=C1)C)C=1C(NC(N(C1)CC=1OC=C(N1)C(=O)OCC)=O)=S ((±)-2-[[5-(2-Ethyl-7-methyl-4H-benzo[5,6]cyclohepta[1,2-d]oxazol-4-yl)-3,4-dihydro-2-oxo-4-thioxo-1(2H)-pyrimidinyl]methyl]-4-oxazolecarboxylic acid, ethyl ester). RXN SMILES: [CH2:1]([C:3]1[O:4][C:5]2[CH:12]=[CH:11][C:10]3[CH:13]=[C:14]([CH3:17])[CH:15]=[CH:16][C:9]=3[CH:8]([C:18]3[C:19](=O)[NH:20][C:21](=[O:35])[N:22]([CH2:24][C:25]4[O:26][CH:27]=[C:28]([C:30]([O:32][CH2:33][CH3:34])=[O:31])[N:29]=4)[CH:23]=3)[C:6]=2[N:7]=1)[CH3:2].COC1C=CC(P2(SP(C3C=CC(OC)=CC=3)(=S)S2)=[S:46])=CC=1>O1CCOCC1>[CH2:1]([C:3]1[O:4][C:5]2[CH:12]=[CH:11][C:10]3[CH:13]=[C:14]([CH3:17])[CH:15]=[CH:16][C:9]=3[CH:8]([C:18]3[C:19](=[S:46])[NH:20][C:21](=[O:35])[N:22]([CH2:24][C:25]4[O:26][CH:27]=[C:28]([C:30]([O:32][CH2:33][CH3:34])=[O:31])[N:29]=4)[CH:23]=3)[C:6]=2[N:7]=1)[CH3:2]. Reported procedure: A mixture of the product of step (i) (1.26 g) and Lawesson's reagent (1.56 g) in 1,4-dioxane (30 ml) was heated at reflux for 16 hours. The solvent was evaporated under reduced pressure. The residue was partitioned between ethyl acetate and saturated brine. The organic phase was collected, dried (MgSO4) and solvent evaporated under reduced pressure. Purification was by chromatography eluting with 50% ethyl acetate in toluene. The reactants are NC1(CCCCC1)OO (1-Aminocyclohexyl hydroperoxide), CC1CC(=O)CC(C1)(C)C (dihydroisophorone), C(C)(=O)O.N (ammonia acetate). The solvent is CO (methanol). Conditions: time 8 hour. Yields the product C1(CCCCC1)=O (cyclohexanone), CC1CC(=O)CC(C1)(C)C (dihydroisophorone). Isolated yield 64.3%. As a reaction SMILES: N[C:2]1([O:8]O)[CH2:7][CH2:6][CH2:5][CH2:4][CH2:3]1.[CH3:10][CH:11]1[CH2:17][C:16]([CH3:19])([CH3:18])[CH2:15][C:13](=[O:14])[CH2:12]1.C(O)(=O)C.N>CO>[C:2]1(=[O:8])[CH2:7][CH2:6][CH2:5][CH2:4][CH2:3]1.[CH3:10][CH:11]1[CH2:17][C:16]([CH3:19])([CH3:18])[CH2:15][C:13](=[O:14])[CH2:12]1 |f:2.3|. Reported procedure: 1-Aminocyclohexyl hydroperoxide (13.1 g.), dihydroisophorone (14 g.), methanol (25 cc.) and ammonia acetate (1.0 g.) were mixed, stored at 0°C overnight and worked up as in the previous Example. Distillation gave cyclohexanone and dihydroisophorone (9.0 g.), an intermediate fraction (3.2 g.), b.p. below 100°C/0.7 mm., Hg., a fraction (8.1 g.), b.p. 110° - 114° 10.7 mm. of 3,3,5'-trimethyl-1,1'-peroxy-dicyclohexylamine (peroxide equivalent, 234; perchloric acid equivalent, 245; and residue (1.5 g... Starting materials: N#N (N2), ClCC=1OC=C(N1)C(C)(C)O (2-(2-(chloromethyl)oxazol-4-yl)propan-2-ol), Ag2O, CI (MeI). Run at temperature 40 celsius, time 26 hour. Product: ClCC=1OC=C(N1)C(C)(C)OC (2-(Chloromethyl)-4-(2-methoxypropan-2-yl)oxazole). Reaction SMILES: N#N.[Cl:3][CH2:4][C:5]1[O:6][CH:7]=[C:8]([C:10]([OH:13])([CH3:12])[CH3:11])[N:9]=1.[CH3:14]I>>[Cl:3][CH2:4][C:5]1[O:6][CH:7]=[C:8]([C:10]([O:13][CH3:14])([CH3:11])[CH3:12])[N:9]=1. Reported procedure: In a flame dried round-bottomed flask equipped with a magnetic stir bar and under inert atmosphere (N2), a solution of 2-(2-(chloromethyl)oxazol-4-yl)propan-2-ol (200 mg, 1.14 mmol) in MeI (3.5 mL) was treated with Ag2O (396 mg, 1.71 mmol) and the resulting mixture (protected from light) was stirred for 26 h at 40° C. The reaction mixture was filtered and the MeI was removed under reduced pressure. Purification of the residue by FC (7:3 hept-EA) gave the title compound as a colorless oil: TLC: r... The reactants are C(CCC)C1=C(C(=CC=C1)CCCC)O (2,6-di-butylphenol), 3,3',5,5'-tetra-t-butyl-4,4'-diphenoquinone, C(CCC)C1=C(C(=CC=C1)CCCC)O (2,6-di-butylphenol), 3,3',5,5'-tetra-t-butyl-4,4'-diphenoquinone, C(C)(C)(C)C=1C=C(C=C(C1O)C(C)(C)C)C1=CC(=C(C(=C1)C(C)(C)C)O)C(C)(C)C (3,3',5,5'-tetra-t-butyl-4,4'-dihydroxybiphenyl), C(C)(C)(C)C=1C=C(C=C(C1O)C(C)(C)C)C1=CC(=C(C(=C1)C(C)(C)C)O)C(C)(C)C (3,3',5,5'-tetra-t-butyl-4,4'-dihydroxybiphenyl), C(C)(C)(C)C=1C=C(C=C(C1O)C(C)(C)C)C1=CC(=C(C(=C1)C(C)(C)C)O)C(C)(C)C (3,3',5,5'-tetra-t-butyl-4,4'-dihydroxybiphenyl). Product: C1=CC(=CC=C1C2=CC=C(C=C2)O)O (p,p'-biphenol). Reaction SMILES: C(C1C=CC=C(CCCC)C=1O)CCC.C([C:20]1[CH:21]=[C:22]([C:31]2[CH:36]=[C:35](C(C)(C)C)[C:34]([OH:41])=[C:33](C(C)(C)C)[CH:32]=2)[CH:23]=[C:24](C(C)(C)C)[C:25]=1[OH:26])(C)(C)C>>[CH:23]1[C:22]([C:31]2[CH:36]=[CH:35][C:34]([OH:41])=[CH:33][CH:32]=2)=[CH:21][CH:20]=[C:25]([OH:26])[CH:24]=1. Reported procedure: In producing p,p'-biphenol from a mixture of 2,6-di-butylphenol and 3,3',5,5'-tetra-t-butyl-4,4'-diphenoquinone or a mixture of 2,6-di-butylphenol, 3,3',5,5'-tetra-t-butyl-4,4'-diphenoquinone and 3,3',5,5'-tetra-t-butyl-4,4'-dihydroxybiphenyl in the process of the present invention, the reaction for the synthesis of 3,3',5,5'-tetra-t-butyl-4,4'-dihydroxybiphenyl and the reaction for the dealkylation of 3,3',5,5'-tetra-t-butyl-4,4'-dihydroxybiphenyl are performed at a reaction temperature of 120°... Starting materials: C(C)(=O)NC1=NC(=NC=C1CC1=CC(=C(C(C)(C)O)C(=C1)OC)OC)N (4-[(4-acetylamino-2-amino-5-pyrimidyl)-methyl]-2,6-dimethoxy-α,α-dimethylbenzyl alcohol), Cl (hydrochloric acid), N (ammonia). The product is NC1=NC=C(C(=N1)N)CC1=CC(=C(C(=C1)OC)C(=C)C)OC (2,4-diamino-5-(4-isopropenyl-3,5-dimethoxybenzyl)pyrimidine). As a reaction SMILES: C([NH:4][C:5]1[C:10]([CH2:11][C:12]2[CH:21]=[C:20]([O:22][CH3:23])[C:15]([C:16](O)([CH3:18])[CH3:17])=[C:14]([O:24][CH3:25])[CH:13]=2)=[CH:9][N:8]=[C:7]([NH2:26])[N:6]=1)(=O)C.Cl.N>>[NH2:26][C:7]1[N:6]=[C:5]([NH2:4])[C:10]([CH2:11][C:12]2[CH:13]=[C:14]([O:24][CH3:25])[C:15]([C:16]([CH3:18])=[CH2:17])=[C:20]([O:22][CH3:23])[CH:21]=2)=[CH:9][N:8]=1. Procedure details: A solution of 5.0 mg. of 4-[(4-acetylamino-2-amino-5-pyrimidyl)-methyl]-2,6-dimethoxy-α,α-dimethylbenzyl alcohol was warmed under reflux for 1 hour in 1 ml. of concentrated hydrochloric acid. After cooling, the mixture was adjusted to pH 10 with concentrated aqueous ammonia and extracted three times with 2 ml. of ethyl acetate each time. The extract was dried and evaporated. The residue yielded, after recrystallization from methanol, 3.2 mg. of 2,4-diamino-5-(4-isopropenyl-3,5-dimethoxybenzyl)-p... The reactants are CN1CCC(CC1)C1=CC=C(C=C1)C1=CC=2N(C(=N1)C=1C=NNC1)C=CN2 (7-(4-(1-Methylpiperidin-4-yl)phenyl)-5-(1H-pyrazol-4-yl)imidazo[1,2-c]pyrimidine), N=1CCCN2C1CCCCC2 (2,3,4,6,7,8,9,10-octahydropyrimido[1,2-a]azepine), C1(CCCC1)C=CC#N (3-cyclopentylacrylonitrile), C1(CCCC1)C=CC#N (3-cyclopentylacrylonitrile). The solvent is CN(C)C=O (DMF). Run at time 66 hour. The product is C1(CCCC1)C(CC#N)N1N=CC(=C1)C1=NC(=CC=2N1C=CN2)C2=CC=C(C=C2)C2CCN(CC2)C (3-cyclopentyl-3-(4-(7-(4-(1-methylpiperidin-4-yl)phenyl)imidazo[1,2-c]pyrimidin-5-yl)-1H-pyrazol-1-yl)propanenitrile). Yield: 55.1%. As a reaction SMILES: [CH3:1][N:2]1[CH2:7][CH2:6][CH:5]([C:8]2[CH:13]=[CH:12][C:11]([C:14]3[N:19]=[C:18]([C:20]4[CH:21]=[N:22][NH:23][CH:24]=4)[N:17]4[CH:25]=[CH:26][N:27]=[C:16]4[CH:15]=3)=[CH:10][CH:9]=2)[CH2:4][CH2:3]1.[CH:28]1([CH:33]=[CH:34][C:35]#[N:36])[CH2:32][CH2:31][CH2:30][CH2:29]1.N1CCCN2CCCCCC=12>CN(C=O)C>[CH:28]1([CH:33]([N:23]2[CH:24]=[C:20]([C:18]3[N:17]4[CH:25]=[CH:26][N:27]=[C:16]4[CH:15]=[C:14]([C:11]4[CH:12]=[CH:13][C:8]([CH:5]5[CH2:4][CH2:3][N:2]([CH3:1])[CH2:7][CH2:6]5)=[CH:9][CH:10]=4)[N:19]=3)[CH:21]=[N:22]2)[CH2:34][C:35]#[N:36])[CH2:32][CH2:31][CH2:30][CH2:29]1. Procedure: 7-(4-(1-Methylpiperidin-4-yl)phenyl)-5-(1H-pyrazol-4-yl)imidazo[1,2-c]pyrimidine (0.130 g, 0.363 mmol) and 3-cyclopentylacrylonitrile (Table 1, compound g; 0.220 g, 1.81 mmol) were suspended in DMF (10 mL) and 2,3,4,6,7,8,9,10-octahydropyrimido[1,2-a]azepine (0.2169 mL, 1.451 mmol) added in one portion. The reaction mixture was stirred at ambient temperature for 66 hours. The reaction mixture was partitioned between saturated aqueous 1 N NaOH and EtOAc. The organics were washed with brine, dried...